Dataset: the Open Reaction Database (ORD), a public repository of structured organic reaction records. Task: describe an organic reaction: reactants, conditions, products, and yield Starting materials: ice water, C1(CCCCC1)C(=O)Cl (cyclohexanecarbonyl chloride), C1(=CC=CC=C1)OC (anisole), [Cl-].[Al+3].[Cl-].[Cl-] (aluminium chloride). Run in ClC(C)Cl (dichloroethane). Run at time 1 hour. The product is C1(CCCCC1)C(=O)C1=CC=C(C=C1)OC (4-Methoxyphenyl cyclohexyl ketone). Reaction SMILES: [CH:1]1([C:7](Cl)=[O:8])[CH2:6][CH2:5][CH2:4][CH2:3][CH2:2]1.[C:10]1([O:16][CH3:17])[CH:15]=[CH:14][CH:13]=[CH:12][CH:11]=1.[Cl-].[Al+3].[Cl-].[Cl-]>ClC(Cl)C>[CH:1]1([C:7]([C:13]2[CH:14]=[CH:15][C:10]([O:16][CH3:17])=[CH:11][CH:12]=2)=[O:8])[CH2:6][CH2:5][CH2:4][CH2:3][CH2:2]1 |f:2.3.4.5|. Procedure details: 42.6 g (0.291 mol) of cyclohexanecarbonyl chloride and then 30 g (0.277 mol) of anisole are added dropwise at room temperature to a suspension of 44.4 g (0.33 mol) of aluminium chloride in 120 ml of dichloroethane. The reaction mixture is stirred for 1 h and allowed to stand overnight. For working up, the mixture is poured into ice-water and the aqueous phase is extracted with dichloromethane. The organic phase is washed with 1N NaOH and water, dried over sodium sulphate and concentrated in vacu... Reactants: COC=1C=C2C(=CCC2=CC1OC)C1=CC=CC=C1 (5,6-dimethoxy-3-phenyl-1H-indene), [Li]CCCC (n-BuLi), [Li]CCCC (n-BuLi). The solvent is C1(=CC=CC=C1)C (toluene), CCCCCC (hexane). Reaction conditions: time 3 hour. Yields the product COC=1C=C2C(=CC(C2=CC1OC)[Li])C1=CC=CC=C1 ((5,6-Dimethoxy-3-phenyl-1H-inden-1-yl)lithium). Yield: 98.0%. RXN SMILES: [CH3:1][O:2][C:3]1[CH:4]=[C:5]2[C:9](=[CH:10][C:11]=1[O:12][CH3:13])[CH2:8][CH:7]=[C:6]2[C:14]1[CH:19]=[CH:18][CH:17]=[CH:16][CH:15]=1.[Li:20]CCCC>C1(C)C=CC=CC=1.CCCCCC>[CH3:1][O:2][C:3]1[CH:4]=[C:5]2[C:9](=[CH:10][C:11]=1[O:12][CH3:13])[CH:8]([Li:20])[CH:7]=[C:6]2[C:14]1[CH:19]=[CH:18][CH:17]=[CH:16][CH:15]=1. Procedure: 5,6-dimethoxy-3-phenyl-1H-indene (1.26 g, 4.99 mmol) was dissolved in a mixture of 15 mL of toluene and 25 mL of hexane and 3.06 mL of 1.6 M n-BuLi were added dropwise via syringe over a 3 min period. The solution developed a yellow-light green precipitate during addition of n-BuLi. The reaction mixture was stirred for 3 h and then filtered, washed with 60 mL of hexane and dried in vacuum to afford the desired product as a yellow solid (1.24 g) in 98 percent yield. The reactants are ClC1=CC=2[C@@H](CNS(C2S1)(=O)=O)O ((S)-3,4-Dihydro-6-chloro-4-hydroxy-2H-thieno[3,2-e]-1,2-thiazine-1,1-dioxide), C([O-])([O-])=O.[K+].[K+] (potassium carbonate), BrCCCCOC (1-bromo-4-methoxybutane), BrCCCCOC (1-bromo-4methoxybutane), BrCCCCOC (1-bromo-4-methoxybutane), [Cl-].[Na+] (sodium chloride). Run in CS(=O)C (dimethylsulfoxide). Reaction conditions: time 4 hour. The product is ClC1=CC=2[C@@H](CN(S(C2S1)(=O)=O)CCCCOC)O ((S)-3,4-dihydro-6-chloro-4-hydroxy-2-(4-methoxybutyl)-2H-thieno[3,2-e]-1,2-thiazine-1,1-dioxide). The yield is 204.1%. As a reaction SMILES: [Cl:1][C:2]1[S:10][C:9]2[S:8](=[O:12])(=[O:11])[NH:7][CH2:6][C@@H:5]([OH:13])[C:4]=2[CH:3]=1.C(=O)([O-])[O-].[K+].[K+].Br[CH2:21][CH2:22][CH2:23][CH2:24][O:25][CH3:26].[Cl-].[Na+]>CS(C)=O>[Cl:1][C:2]1[S:10][C:9]2[S:8](=[O:11])(=[O:12])[N:7]([CH2:21][CH2:22][CH2:23][CH2:24][O:25][CH3:26])[CH2:6][C@@H:5]([OH:13])[C:4]=2[CH:3]=1 |f:1.2.3,5.6|. Procedure details: A mixture of (S)-3,4-dihydro-6-chloro-4-hydroxy-2H-thieno[3,2-e]-1,2-thiazine-1,1-dioxide (5, 65.4 g) and potassium carbonate (113.3 g) in dimethylsulfoxide (350 mL) was treated with 1-bromo-4-methoxybutane (20.6 g) and the mixture was stirred at ambient temperature for 4 hours. Another 20.6 grams of 1-bromo-4-methoxybutane was then added and the mixture was stirred at ambient temperature for 18 hours. TLC analysis after this period indicated incomplete reaction, so another 4.6 grams of 1-bromo-... Reactants: NC=1C=C(C=CC1F)NC1=CC=C2C(=N1)SC(=N2)NC(=O)C2CC2 (N-{5-[(3-Amino-4-fluorophenyl)amino][1,3]thiazolo[5,4-b]pyridin-2-yl}cyclopropanecarboxamide), ClC1=C(C=C(C=C1)N=C=O)C(F)(F)F (1-chloro-4-isocyanato-2-(trifluoromethyl)benzene). The solvent is N1=CC=CC=C1 (pyridine), C(C)(=O)OCC (ethyl acetate). Reaction conditions: temperature 70 celsius, time 8 hour. Yields the product ClC1=C(C=C(C=C1)NC(=O)NC=1C=C(C=CC1F)NC1=CC=C2C(=N1)SC(=N2)NC(=O)C2CC2)C(F)(F)F (N-(5-{[3-({[4-chloro-3-(trifluoromethyl)phenyl]carbamoyl}amino)-4-fluorophenyl]amino}[1,3]thiazolo[5,4-b]pyridin-2-yl)cyclopropanecarboxamide). The yield is 39.7%. Reaction SMILES: [NH2:1][C:2]1[CH:3]=[C:4]([NH:9][C:10]2[N:15]=[C:14]3[S:16][C:17]([NH:19][C:20]([CH:22]4[CH2:24][CH2:23]4)=[O:21])=[N:18][C:13]3=[CH:12][CH:11]=2)[CH:5]=[CH:6][C:7]=1[F:8].[Cl:25][C:26]1[CH:31]=[CH:30][C:29]([N:32]=[C:33]=[O:34])=[CH:28][C:27]=1[C:35]([F:38])([F:37])[F:36]>N1C=CC=CC=1.C(OCC)(=O)C>[Cl:25][C:26]1[CH:31]=[CH:30][C:29]([NH:32][C:33]([NH:1][C:2]2[CH:3]=[C:4]([NH:9][C:10]3[N:15]=[C:14]4[S:16][C:17]([NH:19][C:20]([CH:22]5[CH2:23][CH2:24]5)=[O:21])=[N:18][C:13]4=[CH:12][CH:11]=3)[CH:5]=[CH:6][C:7]=2[F:8])=[O:34])=[CH:28][C:27]=1[C:35]([F:36])([F:37])[F:38]. Reported procedure: N-{5-[(3-Amino-4-fluorophenyl)amino][1,3]thiazolo[5,4-b]pyridin-2-yl}cyclopropanecarboxamide (200 mg, 0.58 mmol) produced in Example 12(v) was dissolved in pyridine (3.0 mL), 1-chloro-4-isocyanato-2-(trifluoromethyl)benzene (190 mg, 0.88 mmol) was added, and the mixture was stirred at 70° C. for 8 hr. The reaction mixture was cooled to room temperature, diluted with ethyl acetate (10 mL), and washed successively with water (10 mL) and saturated brine (10 ml). The organic layer was dried over anh... Starting materials: [BH3-]C#N, CO, COc1ccc(CC(C)=NO)cc1, Cl, [Na+]. RXN SMILES: [C:15]([BH3-:16])#[N:17].[CH3:19][OH:20].[CH3:1][O:2][c:3]1[cH:4][cH:5][c:6]([CH2:9][C:10]([CH3:11])=[N:12][OH:13])[cH:7][cH:8]1.[ClH:14].[Na+:18]>>[CH3:1][O:2][c:3]1[cH:4][cH:5][c:6]([CH2:9][CH:10]([CH3:11])[NH:12][OH:13])[cH:7][cH:8]1.[ClH:14]. Product: COc1ccc(CC(C)NO)cc1, Cl. Reactants: COC1=CC=C2C(=N1)C(=CN2)C2CCN(CC2)C (5-methoxy-3-(1-methyl-piperidin-4-yl)pyrrolo[3,2-b]pyridine). Solvent: C(C)(=O)O (acetic acid), Br (hydrogen bromide), Br (hydrogen bromide). Product: OC1=CC=C2C(=N1)C(=CN2)C2CCN(CC2)C (5-hydroxy-3-(1-methylpiperidin-4-yl)pyrrolo[3,2-b]pyridine). Yield: 94.1%. RXN SMILES: C[O:2][C:3]1[N:8]=[C:7]2[C:9]([CH:12]3[CH2:17][CH2:16][N:15]([CH3:18])[CH2:14][CH2:13]3)=[CH:10][NH:11][C:6]2=[CH:5][CH:4]=1>Br.C(O)(=O)C>[OH:2][C:3]1[N:8]=[C:7]2[C:9]([CH:12]3[CH2:17][CH2:16][N:15]([CH3:18])[CH2:14][CH2:13]3)=[CH:10][NH:11][C:6]2=[CH:5][CH:4]=1. Procedure: A solution of 1.00 gm (4.1 mMol) 5-methoxy-3-(1-methyl-piperidin-4-yl)pyrrolo[3,2-b]pyridine in 20 mL hydrogen bromide (30% in acetic acid) was heated at reflux for 48 hours. Additional 5 mL aliquots of hydrogen bromide in acetic acid were added at about 8 and 24 hours. The reaction mixture was concentrated under reduced pressure and the residue treated with 1 mL saturated aqueous sodium bicarbonate. The resulting mixture was taken up in methanol and passed over a VARIAN BOND ELUT SCX™ (Varian, ...